Dataset: the Open Reaction Database (ORD), a public repository of structured organic reaction records. Task: describe an organic reaction: reactants, conditions, products, and yield The reactants are Cl.Cl.Cl.CN(CCOC=1C=CC2=CC3=CC=C(C=C3N=C2C1)OCCN(C)C)C (3,6-bis(2-dimethylaminoethoxy)acridine trihydrochloride), [N+](=O)([O-])[O-].[Co+2].[N+](=O)([O-])[O-] (cobalt nitrate). The solvent is C(C)O (ethanol). Product: CN(CCOC=1C=CC2=CC3=CC=C(C=C3N=C2C1)OCCN(C)C)C.[Co] (3,6-bis(2-dimethylaminoethoxy)acridine cobalt). RXN SMILES: Cl.Cl.Cl.[CH3:4][N:5]([CH3:29])[CH2:6][CH2:7][O:8][C:9]1[CH:10]=[CH:11][C:12]2[C:21]([CH:22]=1)=[N:20][C:19]1[C:14](=[CH:15][CH:16]=[C:17]([O:23][CH2:24][CH2:25][N:26]([CH3:28])[CH3:27])[CH:18]=1)[CH:13]=2.[N+]([O-])([O-])=O.[Co+2:34].[N+]([O-])([O-])=O>C(O)C>[CH3:4][N:5]([CH3:29])[CH2:6][CH2:7][O:8][C:9]1[CH:10]=[CH:11][C:12]2[C:21]([CH:22]=1)=[N:20][C:19]1[C:14](=[CH:15][CH:16]=[C:17]([O:23][CH2:24][CH2:25][N:26]([CH3:28])[CH3:27])[CH:18]=1)[CH:13]=2.[Co:34] |f:0.1.2.3,4.5.6,8.9|. Procedure: A suspension of 3,6-bis(2-dimethylaminoethoxy)acridine trihydrochloride and one equivalent of cobalt nitrate in ethanol is refluxed for 2 hours. The solid is collected giving the desired 1:1 complex. The reactants are O1CCOC12CCC(CC2)OS(=O)(=O)C (methanesulfonic acid 1,4-dioxa-spiro[4.5]dec-8-yl ester), C(=O)([O-])[O-].[K+].[K+] (K2CO3), ClC1=CC=C(C(C=O)=C1)O (5-chlorosalicylaldehyde). Solvent: CN(C=O)C (N,N-dimethylformamide). Product: ClC=1C=CC(=C(C=O)C1)OC1CCC2(OCCO2)CC1 (5-chloro-2-(1,4-dioxa-spiro[4.5]dec-8-yloxy)-benzaldehyde). The yield is 34.2%. As a reaction SMILES: [Cl:1][C:2]1[CH:9]=[C:6]([CH:7]=[O:8])[C:5]([OH:10])=[CH:4][CH:3]=1.[O:11]1[C:15]2([CH2:20][CH2:19][CH:18](OS(C)(=O)=O)[CH2:17][CH2:16]2)[O:14][CH2:13][CH2:12]1.C([O-])([O-])=O.[K+].[K+]>CN(C)C=O>[Cl:1][C:2]1[CH:3]=[CH:4][C:5]([O:10][CH:18]2[CH2:19][CH2:20][C:15]3([O:14][CH2:13][CH2:12][O:11]3)[CH2:16][CH2:17]2)=[C:6]([CH:9]=1)[CH:7]=[O:8] |f:2.3.4|. Reported procedure: In a manner similar to the method described in example 4a, 5-chlorosalicylaldehyde (2.32 g, 14.8 mmol) (Aldrich) reacted with methanesulfonic acid 1,4-dioxa-spiro[4.5]dec-8-yl ester (3.5 g, 14.8 mmol) and K2CO3 in N,N-dimethylformamide to give 5-chloro-2-(1,4-dioxa-spiro[4.5]dec-8-yloxy)-benzaldehyde as a colorless oil (Yield 1.5 g, 34%). The reactants are C1(=CC=CC=C1)[C@@H]1OC(CN1C(C)(C)C)COC1=NC=CC=C1C#N ((S)-2-phenyl-3-tert. butyl-5-(3-cyano-2-pyridyloxymethyl)oxazolidine), Cl (HCl), Cl (HCl). Run in C(C)OCC (diethyl ether). Conditions: time 15 minute. Product: Cl.C(C)(C)(C)NC[C@@H](COC1=NC=CC=C1C#N)O ((S)-2-(3-tert-butylamino-2-hydroxypropoxy)-3-cyanopyridine hydrochloride). RXN SMILES: C1([C@H]2[N:11]([C:12]([CH3:15])([CH3:14])[CH3:13])[CH2:10][CH:9]([CH2:16][O:17][C:18]3[C:23]([C:24]#[N:25])=[CH:22][CH:21]=[CH:20][N:19]=3)[O:8]2)C=CC=CC=1.[ClH:26]>C(OCC)C>[ClH:26].[C:12]([NH:11][CH2:10][C@H:9]([OH:8])[CH2:16][O:17][C:18]1[C:23]([C:24]#[N:25])=[CH:22][CH:21]=[CH:20][N:19]=1)([CH3:15])([CH3:13])[CH3:14] |f:3.4|. Reported procedure: To (S)-2-phenyl-3-tert. butyl-5-hydroxymethyl- oxazolidine (7 grams, 0.03 moles) in 35 ml. of N,N-dimethyl- formamide (DMF) is added 1.3 grams (0.03 moles of sodium hydride (57% dispersion in mineral oil). This mixture is heated 5 minutes over steam and then is allowed to stir 15 minutes at room temperature. 4.1 grams (0.03 moles) of 2-chloro-3-cyanopyridine in 20 ml of DMF is then added and the resultant reaction mixture is stirred four hours at room temperature. Water is then added and an oil ... Starting materials: CCCCOc1nc(C(F)(F)F)ccc1C=CC(=O)O, Cl, CS(=O)(=O)Nc1c(F)cc(CN)cc1C#N. The product is CCCCOc1nc(C(F)(F)F)ccc1C=CC(=O)NCc1cc(F)c(NS(C)(=O)=O)c(C#N)c1. As a reaction SMILES: [CH2:18]([CH2:19][CH2:20][CH3:21])[O:22][c:23]1[n:24][c:25]([C:34]([F:35])([F:36])[F:37])[cH:26][cH:27][c:28]1[CH:29]=[CH:30][C:31](=[O:32])[OH:33].[ClH:17].[NH2:1][CH2:2][c:3]1[cH:4][c:5]([C:15]#[N:16])[c:6]([NH:10][S:11](=[O:12])(=[O:13])[CH3:14])[c:7]([F:9])[cH:8]1>>[NH:1]([CH2:2][c:3]1[cH:4][c:5]([C:15]#[N:16])[c:6]([NH:10][S:11](=[O:12])(=[O:13])[CH3:14])[c:7]([F:9])[cH:8]1)[C:31]([CH:30]=[CH:29][c:28]1[c:23]([O:22][CH2:18][CH2:19][CH2:20][CH3:21])[n:24][c:25]([C:34]([F:35])([F:36])[F:37])[cH:26][cH:27]1)=[O:32]. Starting materials: Cc1noc(-c2ccc(Br)cc2)c1NC(C)CC(C)(C)c1ccccc1, CCOC(=O)C1(c2ccc(B3OC(C)(C)C(C)(C)O3)cc2)CC1. Product: CCOC(=O)C1(c2ccc(-c3ccc(-c4onc(C)c4NC(C)CC(C)(C)c4ccccc4)cc3)cc2)CC1. Reaction SMILES: [Br:1][c:2]1[cH:3][cH:4][c:5](-[c:8]2[c:9]([NH:14][CH:15]([CH2:16][C:17]([CH3:18])([c:19]3[cH:20][cH:21][cH:22][cH:23][cH:24]3)[CH3:25])[CH3:26])[c:10]([CH3:13])[n:11][o:12]2)[cH:6][cH:7]1.[CH2:27]([CH3:28])[O:29][C:30](=[O:31])[C:32]1([c:35]2[cH:36][cH:37][c:38]([B:41]3[O:42][C:43]([CH3:44])([CH3:45])[C:46]([CH3:47])([CH3:48])[O:49]3)[cH:39][cH:40]2)[CH2:33][CH2:34]1>>[c:2]1(-[c:38]2[cH:37][cH:36][c:35]([C:32]3([C:30]([O:29][CH2:27][CH3:28])=[O:31])[CH2:33][CH2:34]3)[cH:40][cH:39]2)[cH:3][cH:4][c:5](-[c:8]2[c:9]([NH:14][CH:15]([CH2:16][C:17]([CH3:18])([c:19]3[cH:20][cH:21][cH:22][cH:23][cH:24]3)[CH3:25])[CH3:26])[c:10]([CH3:13])[n:11][o:12]2)[cH:6][cH:7]1. Reactants: CS(=O)(=O)N1CCC(N)CC1, COc1cc(C)c(F)cc1C(=O)c1ccc(Cl)nc1N. Yields the product COc1cc(C)c(F)cc1C(=O)c1ccc(NC2CCN(S(C)(=O)=O)CC2)nc1N. As a reaction SMILES: [CH3:21][S:22](=[O:23])(=[O:24])[N:25]1[CH2:26][CH2:27][CH:28]([NH2:31])[CH2:29][CH2:30]1.[NH2:1][c:2]1[n:3][c:4]([Cl:20])[cH:5][cH:6][c:7]1[C:8](=[O:9])[c:10]1[c:11]([O:18][CH3:19])[cH:12][c:13]([CH3:17])[c:14]([F:16])[cH:15]1>>[NH2:1][c:2]1[n:3][c:4]([NH:31][CH:28]2[CH2:27][CH2:26][N:25]([S:22]([CH3:21])(=[O:23])=[O:24])[CH2:30][CH2:29]2)[cH:5][cH:6][c:7]1[C:8](=[O:9])[c:10]1[c:11]([O:18][CH3:19])[cH:12][c:13]([CH3:17])[c:14]([F:16])[cH:15]1. Starting materials: C(C)(=O)[O-].[NH4+] (ammonium acetate), C(C)OC(=O)C=1N(C=C(N1)C(=O)OCC)C1C(C2=CC=CC(=C2C1)CC(=O)NS(=O)(=O)C1=CC=CC=C1)=O (2-(2,4-diethoxycarbonylimidazol-1-yl)-4-benzenesulphonamidocarbonylmethylindan-1-one), C(C)(=O)O (acetic acid), ice. The solvent is O (water). The product is C1(=CC=CC=C1)S(=O)(=O)NC(=O)CC=1C=2CC3=C(NC(C=4N3C=C(N4)C(=O)OCC)=O)C2C=CC1 (ethyl 9-bezenesulphonamidocarbonylmethyl-4-oxo-4,5-dihydro-10H-imidazo[1,2-a]indeno[1,2-e]-pyrazine-2-carboxylate). Isolated yield 48.0%. RXN SMILES: C([O-])(=O)C.[NH4+:5].C([O:8][C:9]([C:11]1[N:12]([CH:21]2[CH2:29][C:28]3[C:23](=[CH:24][CH:25]=[CH:26][C:27]=3[CH2:30][C:31]([NH:33][S:34]([C:37]3[CH:42]=[CH:41][CH:40]=[CH:39][CH:38]=3)(=[O:36])=[O:35])=[O:32])[C:22]2=O)[CH:13]=[C:14]([C:16]([O:18][CH2:19][CH3:20])=[O:17])[N:15]=1)=O)C.C(O)(=O)C>O>[C:37]1([S:34]([NH:33][C:31]([CH2:30][C:27]2[C:28]3[CH2:29][C:21]4[N:12]5[CH:13]=[C:14]([C:16]([O:18][CH2:19][CH3:20])=[O:17])[N:15]=[C:11]5[C:9](=[O:8])[NH:5][C:22]=4[C:23]=3[CH:24]=[CH:25][CH:26]=2)=[O:32])(=[O:35])=[O:36])[CH:42]=[CH:41][CH:40]=[CH:39][CH:38]=1 |f:0.1|. Procedure details: 3 g of ammonium acetate are added, with stirring, to a solution of 2.1 g of 2-(2,4-diethoxycarbonylimidazol-1-yl)-4-benzenesulphonamidocarbonylmethylindan-1-one and 55 ml of acetic acid. The reaction medium is heated at boiling temperature for 3 hours and then cooled and poured into a mixture of 60 g of ice and 60 ml of distilled water. The suspension thus obtained is filtered on sintered glass, washed twice with 20 ml of water, 10 ml of acetone and dried under reduced pressure at 53° C. 0.92 g ... The reactants are S1C(=NC2=C1C=CC=C2)C(C)(C)OC2=CC=C(C=C2)[N+](=O)[O-] (O-[1-(benzothiazol-2-yl)-1-methylethyl]-4-nitrophenol). The reagents and catalysts are [Pd] (palladium-charcoal). Solvent: CO (methanol). Conditions: time 4.5 hour. The product is S1C(=NC2=C1C=CC=C2)C(C)(C)OC2=CC=C(C=C2)N (O-[1-(Benzothiazol-2-yl)-1-methylethyl]-4-aminophenol). Yield: 90.7%. As a reaction SMILES: [S:1]1[C:5]2[CH:6]=[CH:7][CH:8]=[CH:9][C:4]=2[N:3]=[C:2]1[C:10]([O:13][C:14]1[CH:19]=[CH:18][C:17]([N+:20]([O-])=O)=[CH:16][CH:15]=1)([CH3:12])[CH3:11]>CO.[Pd]>[S:1]1[C:5]2[CH:6]=[CH:7][CH:8]=[CH:9][C:4]=2[N:3]=[C:2]1[C:10]([O:13][C:14]1[CH:15]=[CH:16][C:17]([NH2:20])=[CH:18][CH:19]=1)([CH3:12])[CH3:11]. Procedure details: Hydrogenation of a solution of 55.2 mg of O-[1-(benzothiazol-2-yl)-1-methylethyl]-4-nitrophenol [prepared as described in step (b) above] in 1.1 ml of methanol was carried out in the presence of a 5% palladium-charcoal catalyst. After 4.5 hours, the reaction vessel was blown through with nitrogen gas to give a nitrogen gas atmosphere. The mixture was then filtered and the solvent was removed from the resulting filtrate by evaporation under reduced pressure to give 45.3 mg of the crude product as... The reactants are CN1CCNCC1, CS(C)=O, [Cu]I, Nc1ccc(Oc2ccnc3cc(I)sc23)c(F)c1, [K+], [K+], O=C(O)C1CCCN1, O=C([O-])[O-]. Yields the product CN1CCN(c2cc3nccc(Oc4ccc(N)cc4F)c3s2)CC1. As a reaction SMILES: [CH3:20][N:21]1[CH2:22][CH2:23][NH:24][CH2:25][CH2:26]1.[CH3:43][S:44]([CH3:45])=[O:46].[Cu:41][I:42].[F:1][c:2]1[cH:3][c:4]([NH2:5])[cH:6][cH:7][c:8]1[O:9][c:10]1[c:11]2[c:12]([n:13][cH:14][cH:15]1)[cH:16][c:17]([I:19])[s:18]2.[K+:35].[K+:36].[NH:27]1[CH2:28][CH2:29][CH2:30][CH:31]1[C:32]([OH:33])=[O:34].[O-:37][C:38]([O-:39])=[O:40]>>[F:1][c:2]1[cH:3][c:4]([NH2:5])[cH:6][cH:7][c:8]1[O:9][c:10]1[c:11]2[c:12]([n:13][cH:14][cH:15]1)[cH:16][c:17]([N:24]1[CH2:23][CH2:22][N:21]([CH3:20])[CH2:26][CH2:25]1)[s:18]2. Starting materials: C(c1cncc2ccccc12)=O, CC1=CN=C(C=C1)N, [C-]#[N+]C1CCCCC1. Reagents/catalysts: O=C(O)C(F)(F)F (trifluoroacetic acid). Solvent: CC(C)O (isopropyl alcohol), CC(C)O (isopropylalcohol). Conditions: temperature 22 celsius, time 20 hour. Yields the product Cc1ccc2nc(c3cncc4ccccc34)c(NC3CCCCC3)n2c1. Isolated yield 17.7%. RXN SMILES: CC1=CC=C(N)N=C1.[C-]#[N+]C1CCCCC1.O=CC1=C2C=CC=CC2=CN=C1>>CC1=CN2C(C=C1)=NC(=C2NC1CCCCC1)C1=CN=CC2=CC=CC=C12.